The task is: describe an organic reaction: reactants, conditions, products, and yield. This data is from the Open Reaction Database (ORD), a public repository of structured organic reaction records. Starting materials: FC(C=1C=C(C=CC1)B(O)O)(F)F (3-trifluoromethylphenylboronic acid), N(CCO)CCO (diethanolamin). The product is FC(C=1C=C(C=CC1)B1OCCNCCO1)(F)F (2-(3-Trifluoromethylphenyl)-[1,3,6,2]dioxazaborocane). Yield: 79.0%. RXN SMILES: [F:1][C:2]([F:13])([F:12])[C:3]1[CH:4]=[C:5]([B:9]([OH:11])[OH:10])[CH:6]=[CH:7][CH:8]=1.[NH:14]([CH2:18][CH2:19]O)[CH2:15][CH2:16]O>>[F:13][C:2]([F:1])([F:12])[C:3]1[CH:4]=[C:5]([B:9]2[O:10][CH2:19][CH2:18][NH:14][CH2:15][CH2:16][O:11]2)[CH:6]=[CH:7][CH:8]=1. Procedure: The title compound (79%, crystals) was prepared from 3-trifluoromethylphenylboronic acid and diethanolamin. Starting materials: C1(=CC=C(C=C1)CN1C(=NC2=C1C=C(C(=C2F)I)F)OC2CC(CC2)C(=O)OCC)C2=CC=CC=C2 (ethyl 3-{[1-(biphenyl-4-ylmethyl)-4,6-difluoro-5-iodo-1H-benzimidazol-2-yl]oxy}cyclopentanecarboxylate), B(C=1C=CC(=CC1)C=2C=CC=CC2)(O)O (biphenylboronic acid), solution, C(=O)([O-])[O-].[K+].[K+] (K2CO3). Reagents/catalysts: C=1C=CC(=CC1)[P](C=2C=CC=CC2)(C=3C=CC=CC3)[Pd]([P](C=4C=CC=CC4)(C=5C=CC=CC5)C=6C=CC=CC6)([P](C=7C=CC=CC7)(C=8C=CC=CC8)C=9C=CC=CC9)[P](C=1C=CC=CC1)(C=1C=CC=CC1)C=1C=CC=CC1 (Pd(PPh3)4). The solvent is CCOC(=O)C (EtOAc), O (H2O), CN(C)C=O (DMF). Conditions: temperature 120 celsius. Product: C1(=CC=C(C=C1)C1=C(C2=C(N(C(=N2)OC2CC(CC2)C(=O)OCC)CC2=CC=C(C=C2)C2=CC=CC=C2)C=C1F)F)C1=CC=CC=C1 (Ethyl 3-{[5-(biphenyl-4-yl)-1-(biphenyl-4-ylmethyl)-4,6-difluoro-1H-benzimidazol-2-yl]oxy}cyclopentanecarboxylate). RXN SMILES: [C:1]1([C:31]2[CH:36]=[CH:35][CH:34]=[CH:33][CH:32]=2)[CH:6]=[CH:5][C:4]([CH2:7][N:8]2[C:12]3[CH:13]=[C:14]([F:19])[C:15](I)=[C:16]([F:17])[C:11]=3[N:10]=[C:9]2[O:20][CH:21]2[CH2:25][CH2:24][CH:23]([C:26]([O:28][CH2:29][CH3:30])=[O:27])[CH2:22]2)=[CH:3][CH:2]=1.B(O)(O)[C:38]1[CH:39]=[CH:40][C:41]([C:44]2[CH:45]=[CH:46][CH:47]=[CH:48][CH:49]=2)=[CH:42][CH:43]=1.C([O-])([O-])=O.[K+].[K+]>CN(C=O)C.CCOC(C)=O.O.C1C=CC([P]([Pd]([P](C2C=CC=CC=2)(C2C=CC=CC=2)C2C=CC=CC=2)([P](C2C=CC=CC=2)(C2C=CC=CC=2)C2C=CC=CC=2)[P](C2C=CC=CC=2)(C2C=CC=CC=2)C2C=CC=CC=2)(C2C=CC=CC=2)C2C=CC=CC=2)=CC=1>[C:41]1([C:44]2[CH:49]=[CH:48][CH:47]=[CH:46][CH:45]=2)[CH:42]=[CH:43][C:38]([C:15]2[C:14]([F:19])=[CH:13][C:12]3[N:8]([CH2:7][C:4]4[CH:5]=[CH:6][C:1]([C:31]5[CH:36]=[CH:35][CH:34]=[CH:33][CH:32]=5)=[CH:2][CH:3]=4)[C:9]([O:20][CH:21]4[CH2:25][CH2:24][CH:23]([C:26]([O:28][CH2:29][CH3:30])=[O:27])[CH2:22]4)=[N:10][C:11]=3[C:16]=2[F:17])=[CH:39][CH:40]=1 |f:2.3.4,^1:73,75,94,113|. Procedure: A solution of ethyl 3-{[1-(biphenyl-4-ylmethyl)-4,6-difluoro-5-iodo-1H-benzimidazol-2-yl]oxy}cyclopentanecarboxylate (0.290 g, 0.481 mmol), biphenylboronic acid (0.105 g, 0.530 mmol), and Pd(PPh3)4 (22 mg, 0.019 mmol) in 4.8 mL of DMF was treated with a 1 M solution of K2CO3 (0.960 mL). The resulting yellow solution was heated at 120° C. for 45 min, and then diluted with EtOAc and H2O. The layers were separated and the aqueous layer was extracted with EtOAc. The combined organic layers were wash... Starting materials: C(C(C)(C)C)(=O)OC1=CC=2CN(CCC2S1)[C@H](C(=O)OC)C1=C(C=CC=C1)Cl ((S)-methyl 2-(2-pivaloyloxy-6,7-dihydrothieno[3,2-c]pyridin-5(4H)-yl)-2-(2-chlorophenyl)-acetate), Cl (hydrogen chloride). Run in C(C)OCC (diethyl ether). Reaction conditions: temperature -10 celsius. Yields the product Cl.C(C(C)(C)C)(=O)OC1=CC=2CN(CCC2S1)[C@H](C(=O)OC)C1=C(C=CC=C1)Cl ((S)-methyl 2-(2-pivaloyloxy-6,7-dihydrothieno[3,2-c]pyridin-5(4H)-yl)-2-(2-chlorophenyl)-acetate hydrochloride). Yield: 184.1%. Reaction SMILES: [C:1]([O:7][C:8]1[S:16][C:15]2[CH2:14][CH2:13][N:12]([C@@H:17]([C:22]3[CH:27]=[CH:26][CH:25]=[CH:24][C:23]=3[Cl:28])[C:18]([O:20][CH3:21])=[O:19])[CH2:11][C:10]=2[CH:9]=1)(=[O:6])[C:2]([CH3:5])([CH3:4])[CH3:3].Cl>C(OCC)C>[ClH:28].[C:1]([O:7][C:8]1[S:16][C:15]2[CH2:14][CH2:13][N:12]([C@@H:17]([C:22]3[CH:27]=[CH:26][CH:25]=[CH:24][C:23]=3[Cl:28])[C:18]([O:20][CH3:21])=[O:19])[CH2:11][C:10]=2[CH:9]=1)(=[O:6])[C:2]([CH3:5])([CH3:4])[CH3:3] |f:3.4|. Procedure details: 65 mg of (S)-methyl 2-(2-pivaloyloxy-6,7-dihydrothieno[3,2-c]pyridin-5(4H)-yl)-2-(2-chlorophenyl)-acetate (I-7) was dissolved in 4 ml of diethyl ether, and stirred in an ice-salt bath at −10° C. A hydrogen chloride saturated ethanol solution (0.2 ml) was added slowly dropwise, till the system reached about pH 2, at which a white solid was precipitated immediately. It was stirred for 5 min, allowed to stand, quickly filtered under a nitrogen atmosphere, and washed with a suitable amount of diethy... The reactants are C(CCC)C12CC3=CC(=CC=C3C2=C(C(C(C1)CC=O)=O)C)O ((2RS,9aSR)-9a-butyl-7-hydroxy-4-methyl-2-(2-oxo-ethyl)-1,2,9,9a-tetrahydro-3H-fluoren-3-one), [BH4-].[Na+] (NaBH4). The solvent is CC(C)O (2-propanol). Reaction conditions: time 40 minute. Product: C(CCC)C12CC3=CC(=CC=C3C2=C(C(C(C1)CCO)=O)C)O ((2RS,9aSR)-9a-butyl-7-hydroxy-2-(2-hydroxyethyl)-4-methyl-1,2,9,9a-tetrahydro-3H-fluoren-3-one). As a reaction SMILES: [CH2:1]([C:5]12[CH2:17][CH:16]([CH2:18][CH:19]=[O:20])[C:15](=[O:21])[C:14]([CH3:22])=[C:13]1[C:12]1[C:7](=[CH:8][C:9]([OH:23])=[CH:10][CH:11]=1)[CH2:6]2)[CH2:2][CH2:3][CH3:4].[BH4-].[Na+]>CC(O)C>[CH2:1]([C:5]12[CH2:17][CH:16]([CH2:18][CH2:19][OH:20])[C:15](=[O:21])[C:14]([CH3:22])=[C:13]1[C:12]1[C:7](=[CH:8][C:9]([OH:23])=[CH:10][CH:11]=1)[CH2:6]2)[CH2:2][CH2:3][CH3:4] |f:1.2|. Reported procedure: A solution of (2RS,9aSR)-9a-butyl-7-hydroxy-4-methyl-2-(2-oxo-ethyl)-1,2,9,9a-tetrahydro-3H-fluoren-3-one (17 mg, 0.05 mmol) in 2-propanol (2 mL) was treated with NaBH4 (1.9 mg, 0.05 mmol) and the mixture was stirred at room temperature for 40 minutes. The solvent was evaporated under vacuum. The residue was taken up in EtOAc (60 mL), washed with 0.2N HCl (30 mL), 5% NaHCO3, and brine, dried over MgSO4, filtered, and concentrated under vacuum to a gum (24 mg). This material was purified by PLC o... Product: CC(C)C(=O)Nc1cccc(C2CCN(CCC(Oc3ccc(F)cc3)c3ccc(F)cc3)CC2)c1. Starting materials: CC(C)C(=O)Nc1cccc(C2CCN(CCC(O)c3ccc(F)cc3)CC2)c1, Oc1ccc(F)cc1. As a reaction SMILES: [F:1][c:2]1[cH:3][cH:4][c:5]([CH:8]([CH2:9][CH2:10][N:11]2[CH2:12][CH2:13][CH:14]([c:17]3[cH:18][c:19]([NH:23][C:24]([CH:25]([CH3:26])[CH3:27])=[O:28])[cH:20][cH:21][cH:22]3)[CH2:15][CH2:16]2)[OH:29])[cH:6][cH:7]1.[F:30][c:31]1[cH:32][cH:33][c:34]([OH:37])[cH:35][cH:36]1>>[F:1][c:2]1[cH:3][cH:4][c:5]([CH:8]([CH2:9][CH2:10][N:11]2[CH2:12][CH2:13][CH:14]([c:17]3[cH:18][c:19]([NH:23][C:24]([CH:25]([CH3:26])[CH3:27])=[O:28])[cH:20][cH:21][cH:22]3)[CH2:15][CH2:16]2)[O:29][c:34]2[cH:33][cH:32][c:31]([F:30])[cH:36][cH:35]2)[cH:6][cH:7]1. Reactants: NN1C(=NC2=C(C1=O)C=C(S2)C2=CC=CC=C2)SC(C)C (3-amino-2-(isopropylthio)-6-phenylthieno[2,3-d]pyrimidin-4(3H)-one), C12(CC3CC(CC(C1)C3)C2)CC(=O)Cl (1-adamantaneacetyl chloride). Product: C12(CC3CC(CC(C1)C3)C2)CC(=O)NN2C(=NC3=C(C2=O)C=C(S3)C3=CC=CC=C3)SC(C)C (2-(1-adamantyl)-N-[2-(isopropylthio)-4-oxo-6-phenylthieno[2,3-d]pyrimidin-3(4H)-yl]acetamide). RXN SMILES: [NH2:1][N:2]1[C:7](=[O:8])[C:6]2[CH:9]=[C:10]([C:12]3[CH:17]=[CH:16][CH:15]=[CH:14][CH:13]=3)[S:11][C:5]=2[N:4]=[C:3]1[S:18][CH:19]([CH3:21])[CH3:20].[C:22]12([CH2:32][C:33](Cl)=[O:34])[CH2:31][CH:26]3[CH2:27][CH:28]([CH2:30][CH:24]([CH2:25]3)[CH2:23]1)[CH2:29]2>>[C:22]12([CH2:32][C:33]([NH:1][N:2]3[C:7](=[O:8])[C:6]4[CH:9]=[C:10]([C:12]5[CH:17]=[CH:16][CH:15]=[CH:14][CH:13]=5)[S:11][C:5]=4[N:4]=[C:3]3[S:18][CH:19]([CH3:21])[CH3:20])=[O:34])[CH2:29][CH:28]3[CH2:27][CH:26]([CH2:25][CH:24]([CH2:30]3)[CH2:23]1)[CH2:31]2. Procedure: 3-amino-2-(isopropylthio)-6-phenylthieno[2,3-d]pyrimidin-4(3H)-one and 1-adamantaneacetyl chloride were reacted as described in Example 5 to provide the title compound. 1H NMR (300 MHz, DMSO-d6) δ ppm 1.38 (t, J=6.7 Hz, 6H), 1.61-1.71 (m, 12H), 1.92-1.97 (m, 3H), 2.05-2.15 (m, 2H), 3.78-3.87 (m, 1H), 7.36-7.49 (m, 3H), 7.75-7.79 (m, 3H), 10.92 (s, 1H); MS (DCI/NH3) m/z 494 (M+H)+; Elemental Analysis: Calculated for C24H25N3O2S: C, 68.71; H, 6.01; N, 10.02. Found: C, 68.53; H, 5.65; N, 9.98. The reactants are IC=1C=CC=C2C1C(=O)OC(N2)=O (6-iodoisatoic acid anhydride), N1[C@H](C(=O)O)CCC1 (L-proline). Solvent: CS(=O)C (dimethyl sulphoxide). Product: IC1=CC=CC2=C1C(N1[C@H](C(N2)=O)CCC1)=O ((S)-1,2,3,11a-tetrahydro-6-iodo-5H-pyrrolo[2,1-c][1,4]benzodiazepine-5,11(10H)-dione). RXN SMILES: [I:1][C:2]1[CH:3]=[CH:4][CH:5]=[C:6]2[NH:12][C:11](=[O:13])[O:10][C:8](=O)[C:7]=12.[NH:14]1[CH2:21][CH2:20][CH2:19][C@H:15]1C(O)=O>CS(C)=O>[I:1][C:2]1[C:7]2[C:8](=[O:10])[N:14]3[CH2:21][CH2:20][CH2:19][C@H:15]3[C:11](=[O:13])[NH:12][C:6]=2[CH:5]=[CH:4][CH:3]=1. Procedure details: 14.5 g (0.050 mol) of 6-iodoisatoic acid anhydride and 6.6 g (0.058 mol) of L-proline in 50 ml of dimethyl sulphoxide are warmed to 70° for 30 minutes, the solvent is removed in a high vacuum and the oil obtained is heated at 170° for 15 minutes. The crude product is purified by chromatography on silica gel using methylene chloride and a mixture of methylene chloride and ethyl acetate for the elution. There is obtained (S)-1,2,3,11a-tetrahydro-6-iodo-5H-pyrrolo[2,1-c][1,4]benzodiazepine-5,11(10H...